From a dataset of the Open Reaction Database (ORD), a public repository of structured organic reaction records. describe an organic reaction: reactants, conditions, products, and yield As a reaction SMILES: [CH3:1][O:2][N:3]([C:4]([c:5]1[cH:6][c:7](-[c:11]2[cH:12][cH:13][c:14]3[c:15]([cH:16][c:17]([CH2:19][CH2:20][N:21]4[CH:22]([CH3:26])[CH2:23][CH2:24][CH2:25]4)[o:18]3)[cH:27]2)[cH:8][cH:9][cH:10]1)=[O:28])[CH3:29].[s:30]1[c:31]([Li:35])[cH:32][cH:33][cH:34]1>>[C:4]([c:5]1[cH:6][c:7](-[c:11]2[cH:12][cH:13][c:14]3[c:15]([cH:16][c:17]([CH2:19][CH2:20][N:21]4[CH:22]([CH3:26])[CH2:23][CH2:24][CH2:25]4)[o:18]3)[cH:27]2)[cH:8][cH:9][cH:10]1)(=[O:28])[c:31]1[s:30][cH:34][cH:33][cH:32]1. The product is CC1CCCN1CCc1cc2cc(-c3cccc(C(=O)c4cccs4)c3)ccc2o1. Starting materials: CON(C)C(=O)c1cccc(-c2ccc3oc(CCN4CCCC4C)cc3c2)c1, [Li]c1cccs1. Starting materials: CC=1CS[C@H]2N(C1C(=O)OCOC(C(C)(C)C)=O)C(C2N)=O (pivaloyloxymethyl 3-methyl-7-aminoceph-3-em-4-carboxylate), Cl.FC=1NC=CN1 (2-fluoroimidazole hydrochloride), Cl (HCl). The solvent is CN(C)C=O (DMF), C(C)#N (acetonitrile), CO (MeOH). Yields the product Cl.N1C(=NC=C1)NC1[C@@H]2N(C(=C(CS2)C)C(=O)OCOC(C(C)(C)C)=O)C1=O (pivaloyloxymethyl 7-(imidazol-2-yl)amino-3-methylceph-3-em-4-carboxylate hydrochloride). As a reaction SMILES: [CH3:1][C:2]1[CH2:3][S:4][C@@H:5]2[CH:20]([NH2:21])[C:19](=[O:22])[N:6]2[C:7]=1[C:8]([O:10][CH2:11][O:12][C:13](=[O:18])[C:14]([CH3:17])([CH3:16])[CH3:15])=[O:9].[ClH:23].F[C:25]1[NH:26][CH:27]=[CH:28][N:29]=1.Cl>CN(C=O)C.C(#N)C.CO>[ClH:23].[NH:26]1[CH:27]=[CH:28][N:29]=[C:25]1[NH:21][CH:20]1[C:19](=[O:22])[N:6]2[C:7]([C:8]([O:10][CH2:11][O:12][C:13](=[O:18])[C:14]([CH3:15])([CH3:16])[CH3:17])=[O:9])=[C:2]([CH3:1])[CH2:3][S:4][C@H:5]12 |f:1.2,7.8|. Procedure: A solution of 0.18 g. of pivaloyloxymethyl 3-methyl-7-aminoceph-3-em-4-carboxylate (0.18 g.) and 2-fluoroimidazole hydrochloride (0.14 g.) in DMF (1 ml.) and acetonitrile (1 ml.) was heated at 50° for 7 hours. After evaporation the residue was chromatographed on silica gel using CH2Cl2 /MeOH 95:5 v/v as eluant. The oily product was treated with one equivalent of HCl in MeOH. The solution was evaporated and the residue was triturated with ether and filtered to give pivaloyloxymethyl 7-(imidazol-2... Starting materials: FC1=CC=C(C=C1)C1=NOC(=C1/C=C/C=1C=C(NN1)C(=O)O)C (5-{(E)-2-[3-(4-fluoro-phenyl)-5-methyl-isoxazol-4-yl]-vinyl}-2H-pyrazole-3-carboxylic acid), FC(CN)(F)F (2,2,2-trifluoroethylamine). The product is FC(CNC(=O)C=1NN=C(C1)\C=C\C=1C(=NOC1C)C1=CC=C(C=C1)F)(F)F (5-{(E)-2-[3-(4-Fluoro-phenyl)-5-methyl-isoxazol-4-yl]vinyl}-2H-pyrazole-3-carboxylic acid (2,2,2-trifluoro-ethyl)-amide). Yield: 56.0%. RXN SMILES: [F:1][C:2]1[CH:7]=[CH:6][C:5]([C:8]2[C:12](/[CH:13]=[CH:14]/[C:15]3[CH:16]=[C:17]([C:20]([OH:22])=O)[NH:18][N:19]=3)=[C:11]([CH3:23])[O:10][N:9]=2)=[CH:4][CH:3]=1.[F:24][C:25]([F:29])([F:28])[CH2:26][NH2:27]>>[F:24][C:25]([F:29])([F:28])[CH2:26][NH:27][C:20]([C:17]1[NH:18][N:19]=[C:15](/[CH:14]=[CH:13]/[C:12]2[C:8]([C:5]3[CH:4]=[CH:3][C:2]([F:1])=[CH:7][CH:6]=3)=[N:9][O:10][C:11]=2[CH3:23])[CH:16]=1)=[O:22]. Reported procedure: As described for example 132, 5-{(E)-2-[3-(4-fluoro-phenyl)-5-methyl-isoxazol-4-yl]-vinyl}-2H-pyrazole-3-carboxylic acid was converted, using 2,2,2-trifluoroethylamine instead of morpholine, to the title compound (18 mg, 56%) which was obtained as an off white solid. MS: m/e=395.4 [M+H]+.